Dataset: the Open Reaction Database (ORD), a public repository of structured organic reaction records. Task: describe an organic reaction: reactants, conditions, products, and yield Starting materials: C(C)(C)(C)OC(=O)N1CCC2=CC=C(C(=C12)C)[N+](=O)[O-] (1-t-butoxycarbonyl-2,3-dihydro-7-methyl-6-nitroindole), FC(C(=O)O)(F)F (trifluoroacetic acid). The solvent is C(Cl)Cl (methylene chloride). Reaction conditions: time 1.5 hour. Product: CC=1C(=CC=C2CCNC12)[N+](=O)[O-] (2,3-dihydro-7-methyl-6-nitroindole). Isolated yield 97.2%. As a reaction SMILES: C(OC([N:8]1[C:16]2[C:11](=[CH:12][CH:13]=[C:14]([N+:18]([O-:20])=[O:19])[C:15]=2[CH3:17])[CH2:10][CH2:9]1)=O)(C)(C)C.FC(F)(F)C(O)=O>C(Cl)Cl>[CH3:17][C:15]1[C:14]([N+:18]([O-:20])=[O:19])=[CH:13][CH:12]=[C:11]2[C:16]=1[NH:8][CH2:9][CH2:10]2. Procedure details: To a solution of 1-t-butoxycarbonyl-2,3-dihydro-7-methyl-6-nitroindole (5.00 g, 17.9 mmol), as prepared above (Example 1C), in methylene chloride (75 mL) is slowly added trifluoroacetic acid (15 mL). The reaction is stirred for 1.5 hours then partitioned between 200 mL of methylene chloride and 200 mL of 1 M aqueous sodium hydroxide solution. The methylene chloride layer is collected, dried over magnesium sulfate, filtered and evaporated to dryness on a rotary evaporator to afford 3.1 g of 2,3-d... Reactants: C(C1=CC=CC=C1)[C@H]1N(C(OC1)=O)C([C@@H]([C@@H](C1=NC=CC=C1)C=1C=C(C(=O)OC(C)(C)C)C=CC1)O)=O (tert-butyl 3-{(1R,2R)-3-[(4R)-4-benzyl-2-oxo-1,3-oxazolidin-3-yl]-2-hydroxy-3-oxo-1-pyridin-2-ylpropyl}benzoate), OO (hydrogen peroxide), [Li+].[OH-] (LiOH), OO (hydrogen peroxide), [Li+].[OH-] (LiOH). Run in O (H2O), C1CCOC1 (THF), O (H2O). Run at time 1.5 hour. Product: C(C)(C)(C)OC(=O)C=1C=C(C=CC1)[C@@H]([C@H](C(=O)O)O)C1=NC=CC=C1 ((2R,3R)-3-[3-(tert-butoxycarbonyl)phenyl]-2-hydroxy-3-pyridin-2-ylpropanoic acid). The yield is 43.0%. RXN SMILES: C([C@@H]1COC(=O)N1[C:14](=[O:37])[C@H:15]([OH:36])[C@H:16]([C:23]1[CH:24]=[C:25]([CH:33]=[CH:34][CH:35]=1)[C:26]([O:28][C:29]([CH3:32])([CH3:31])[CH3:30])=[O:27])[C:17]1[CH:22]=[CH:21][CH:20]=[CH:19][N:18]=1)C1C=CC=CC=1.[OH:38]O.[Li+].[OH-]>C1COCC1.O>[C:29]([O:28][C:26]([C:25]1[CH:24]=[C:23]([C@H:16]([C:17]2[CH:22]=[CH:21][CH:20]=[CH:19][N:18]=2)[C@@H:15]([OH:36])[C:14]([OH:38])=[O:37])[CH:35]=[CH:34][CH:33]=1)=[O:27])([CH3:32])([CH3:30])[CH3:31] |f:2.3|. Procedure: To a cooled (0° C.) solution of tert-butyl 3-{(1R,2R)-3-[(4R)-4-benzyl-2-oxo-1,3-oxazolidin-3-yl]-2-hydroxy-3-oxo-1-pyridin-2-ylpropyl}benzoate from the previous step (0.068 g, 0.135 mmol) in THF (2 mL), was added 35% hydrogen peroxide (0.061 mL, 0.541 mmol) dropwise, then 1.0M LiOH (0.271 mL, 0.271 mmol) in H2O (0.4 mL). The reaction was stirred for 1.5 hours, at which time HPLC indicated incomplete reaction so additional 35% hydrogen peroxide (0.030 mL, 0.271 mmol) and 1.0M LiOH (0.135 mL, 0.1... The reactants are C(CN)N (ethylenediamine), [F-].C(CCC)[N+](CCCC)(CCCC)CCCC (tetrabutylammonium fluoride), C1(=CCCCC1)C1=C(C=CC(=C1)C1CNS(NC1)(=O)=O)NC(=O)C=1N(C=C(N1)C#N)COCC[Si](C)(C)C (4-cyano-1-(2-trimethylsilanyl-ethoxymethyl)-1H-imidazole-2-carboxylic acid [2-cyclohex-1-enyl-4-(1,1-dioxo-1λ6-[1,2,6]thiadiazinan-4-yl)-phenyl]-amide). Run in CN(C)C=O (DMF). Reaction conditions: temperature 60 celsius, time 12 hour. The product is C1(=CCCCC1)C1=C(C=CC(=C1)C1CNS(NC1)(=O)=O)NC(=O)C=1NC=C(N1)C#N (4-Cyano-1H-imidazole-2-carboxylic acid [2-cyclohex-1-enyl-4-(1,1-dioxo-1λ6-[1,2,6]thiadiazinan-4-yl)-phenyl]-amide). Yield: 68.0%. RXN SMILES: [C:1]1([C:7]2[CH:12]=[C:11]([CH:13]3[CH2:18][NH:17][S:16](=[O:20])(=[O:19])[NH:15][CH2:14]3)[CH:10]=[CH:9][C:8]=2[NH:21][C:22]([C:24]2[N:25](COCC[Si](C)(C)C)[CH:26]=[C:27]([C:29]#[N:30])[N:28]=2)=[O:23])[CH2:6][CH2:5][CH2:4][CH2:3][CH:2]=1.C(N)CN.[F-].C([N+](CCCC)(CCCC)CCCC)CCC>CN(C=O)C>[C:1]1([C:7]2[CH:12]=[C:11]([CH:13]3[CH2:18][NH:17][S:16](=[O:19])(=[O:20])[NH:15][CH2:14]3)[CH:10]=[CH:9][C:8]=2[NH:21][C:22]([C:24]2[NH:25][CH:26]=[C:27]([C:29]#[N:30])[N:28]=2)=[O:23])[CH2:6][CH2:5][CH2:4][CH2:3][CH:2]=1 |f:2.3|. Procedure details: To a solution of 4-cyano-1-(2-trimethylsilanyl-ethoxymethyl)-1H-imidazole-2-carboxylic acid [2-cyclohex-1-enyl-4-(1,1-dioxo-1λ6-[1,2,6]thiadiazinan-4-yl)-phenyl]-amide (as prepared in the previous step, 17.8 mg, 0.0320 mmol) in DMF (35 μL) and ethylenediamine (13 μL, 0.18 mmol), solid tetrabutylammonium fluoride (TBAF) (25 mg, 0.090 mmol) was added. The resulting solution was stirred at 60° C. for 12 h. The reaction mixture was concentrated in vacuo and the resulting residue purified on silica (... Starting materials: CCC(CC)(c1ccc(OCC(O)C(C)(C)C)c(C)c1)c1ccc(C(=O)NCC(=O)OC)c(C)c1, CO, [Na+], [OH-], O. Product: CCC(CC)(c1ccc(OCC(O)C(C)(C)C)c(C)c1)c1ccc(C(=O)NCC(=O)O)c(C)c1. RXN SMILES: [CH2:1]([CH3:2])[C:3]([CH2:4][CH3:5])([c:6]1[cH:7][c:8]([CH3:20])[c:9]([O:12][CH2:13][CH:14]([C:15]([CH3:16])([CH3:17])[CH3:18])[OH:19])[cH:10][cH:11]1)[c:21]1[cH:22][c:23]([CH3:35])[c:24]([C:25](=[O:26])[NH:27][CH2:28][C:29](=[O:30])[O:31][CH3:32])[cH:33][cH:34]1.[CH3:36][OH:37].[Na+:39].[OH-:38].[OH2:40]>>[CH2:1]([CH3:2])[C:3]([CH2:4][CH3:5])([c:6]1[cH:7][c:8]([CH3:20])[c:9]([O:12][CH2:13][CH:14]([C:15]([CH3:16])([CH3:17])[CH3:18])[OH:19])[cH:10][cH:11]1)[c:21]1[cH:22][c:23]([CH3:35])[c:24]([C:25](=[O:26])[NH:27][CH2:28][C:29](=[O:30])[OH:31])[cH:33][cH:34]1. Reactants: FC1=CC2=C(C(=NO2)C2CCN(CC2)CCN)C=C1 (2-[4-(6-fluoro-1,2-benzisoxazol-3-yl)-1-piperidinyl]ethylamine), [N+](=O)([O-])C=1C=C2C(C(=O)OC2=O)=CC1 (4-nitrophthalic anhydride). The solvent is ClCCl (dichloromethane). Reaction conditions: time 3 hour. Yields the product FC1=CC2=C(C(=NO2)C2CCN(CC2)CCN2C(C=3C(C2=O)=CC(=CC3)[N+](=O)[O-])=O)C=C1 (N-[2-[4-(6-fluoro-1,2-benzisoxazol-3-yl)-1-piperidinyl]ethyl]-4-nitrophthalimide). RXN SMILES: [F:1][C:2]1[CH:19]=[CH:18][C:5]2[C:6]([CH:9]3[CH2:14][CH2:13][N:12]([CH2:15][CH2:16][NH2:17])[CH2:11][CH2:10]3)=[N:7][O:8][C:4]=2[CH:3]=1.[N+:20]([C:23]1[CH:24]=[C:25]2[C:30](=O)[O:29][C:27](=[O:28])[C:26]2=[CH:32][CH:33]=1)([O-:22])=[O:21]>ClCCl>[F:1][C:2]1[CH:19]=[CH:18][C:5]2[C:6]([CH:9]3[CH2:14][CH2:13][N:12]([CH2:15][CH2:16][N:17]4[C:30](=[O:29])[C:25]5=[CH:24][C:23]([N+:20]([O-:22])=[O:21])=[CH:33][CH:32]=[C:26]5[C:27]4=[O:28])[CH2:11][CH2:10]3)=[N:7][O:8][C:4]=2[CH:3]=1. Procedure details: A stirred mixture of 2-[4-(6-fluoro-1,2-benzisoxazol-3-yl)-1-piperidinyl]ethylamine (2.63 g, 0.01 mole) and 4-nitrophthalic anhydride (1.93 g, 0.01 mole) in dichloromethane (200 ml) is stirred at room temperature for 3 hours. The solvent is then removed under reduced pressure and the residual material is purified by flash chromatography. The product is purified further by recrystallization to give N-[2-[4-(6-fluoro-1,2-benzisoxazol-3-yl)-1-piperidinyl]ethyl]-4-nitrophthalimide. The reactants are OB(O)c1ccc(OCc2ccccc2)cc1, Cn1cc(I)c2c(N)ncnc21, [K+], [K+], [K+], CN(C)C=O, O=P([O-])([O-])[O-], c1ccc(P(c2ccccc2)(c2ccccc2)[Pd](P(c2ccccc2)(c2ccccc2)c2ccccc2)(P(c2ccccc2)(c2ccccc2)c2ccccc2)P(c2ccccc2)(c2ccccc2)c2ccccc2)cc1. Product: Cn1cc(-c2ccc(OCc3ccccc3)cc2)c2c(N)ncnc21. Reaction SMILES: [CH2:13]([c:14]1[cH:15][cH:16][cH:17][cH:18][cH:19]1)[O:20][c:21]1[cH:22][cH:23][c:24]([B:27]([OH:28])[OH:29])[cH:25][cH:26]1.[I:1][c:2]1[cH:3][n:4]([CH3:12])[c:5]2[n:6][cH:7][n:8][c:9]([NH2:11])[c:10]12.[K+:35].[K+:36].[K+:37].[O:38]=[CH:39][N:40]([CH3:41])[CH3:42].[P:30]([O-:31])([O-:32])([O-:33])=[O:34].[cH:43]1[cH:44][cH:45][c:46]([P:47]([Pd:48]([P:49]([c:50]2[cH:51][cH:52][cH:53][cH:54][cH:55]2)([c:56]2[cH:57][cH:58][cH:59][cH:60][cH:61]2)[c:62]2[cH:63][cH:64][cH:65][cH:66][cH:67]2)([P:68]([c:69]2[cH:70][cH:71][cH:72][cH:73][cH:74]2)([c:75]2[cH:76][cH:77][cH:78][cH:79][cH:80]2)[c:81]2[cH:82][cH:83][cH:84][cH:85][cH:86]2)[P:87]([c:88]2[cH:89][cH:90][cH:91][cH:92][cH:93]2)([c:94]2[cH:95][cH:96][cH:97][cH:98][cH:99]2)[c:100]2[cH:101][cH:102][cH:103][cH:104][cH:105]2)([c:106]2[cH:107][cH:108][cH:109][cH:110][cH:111]2)[c:112]2[cH:113][cH:114][cH:115][cH:116][cH:117]2)[cH:118][cH:119]1>>[c:2]1(-[c:24]2[cH:23][cH:22][c:21]([O:20][CH2:13][c:14]3[cH:15][cH:16][cH:17][cH:18][cH:19]3)[cH:26][cH:25]2)[cH:3][n:4]([CH3:12])[c:5]2[n:6][cH:7][n:8][c:9]([NH2:11])[c:10]12. Starting materials: O=c1ccccn1C(=S)n1ccccc1=O, CN(C)C=O, Nc1cc(-c2cccc(Cl)c2)ncn1, ClCCl. The product is S=C=Nc1cc(-c2cccc(Cl)c2)ncn1. Reaction SMILES: [C:1](=[S:2])([n:3]1[cH:4][cH:5][cH:6][cH:7][c:8]1=[O:9])[n:10]1[cH:11][cH:12][cH:13][cH:14][c:15]1=[O:16].[CH3:31][N:32]([CH3:33])[CH:34]=[O:35].[Cl:17][c:18]1[cH:19][c:20](-[c:24]2[cH:25][c:26]([NH2:30])[n:27][cH:28][n:29]2)[cH:21][cH:22][cH:23]1.[Cl:36][CH2:37][Cl:38]>>[C:1](=[S:2])=[N:30][c:26]1[cH:25][c:24](-[c:20]2[cH:19][c:18]([Cl:17])[cH:23][cH:22][cH:21]2)[n:29][cH:28][n:27]1.